The task is: describe an organic reaction: reactants, conditions, products, and yield. This data is from the Open Reaction Database (ORD), a public repository of structured organic reaction records. The reactants are C(C)(C)(C)N1C2=NC(=NC(=C2NC1=O)C(=O)[O-])C1=CC(=CC=C1)O (9-tert-Butyl-2-(3-hydroxy-phenyl)-8-oxo-8,9-dihydro-7H-purine-6-carboxylate), NC=1C(=NC(=NC1NC(C)(C)C)C1=CC(=CC=C1)O)C(=O)[O-] (5-Amino-6-tert-butylamino-2-(3-hydroxy-phenyl)-pyrimidine-4-carboxylate), C(=O)(N1C=NC=C1)N1C=NC=C1 (1,1′-carbonyldiimidazole). Yield: 46.0%. As a reaction SMILES: [C:1]([N:5]1[C:13](=[O:14])[NH:12][C:11]2[C:6]1=[N:7][C:8]([C:18]1[CH:23]=[CH:22][CH:21]=[C:20]([OH:24])[CH:19]=1)=[N:9][C:10]=2[C:15]([O-])=[O:16])([CH3:4])([CH3:3])[CH3:2].[NH2:25]C1C(C([O-])=O)=NC(C2C=CC=C(O)C=2)=NC=1NC(C)(C)C.C(N1C=CN=C1)(N1C=CN=C1)=O>>[C:1]([N:5]1[C:13](=[O:14])[NH:12][C:11]2[C:6]1=[N:7][C:8]([C:18]1[CH:23]=[CH:22][CH:21]=[C:20]([OH:24])[CH:19]=1)=[N:9][C:10]=2[C:15]([NH2:25])=[O:16])([CH3:2])([CH3:3])[CH3:4]. Reported procedure: 9-tert-Butyl-2-(3-hydroxy-phenyl)-8-oxo-8,9-dihydro-7H-purine-6-carboxylate. 5-Amino-6-tert-butylamino-2-(3-hydroxy-phenyl)-pyrimidine-4-carboxylate (0.26 g, 0.79 mmol) and 1,1′-carbonyldiimidazole (0.64 g, 4.0 mmol) were reacted according to General Procedure F. The crude residue was purified using Biotage silica gel chromatography (0-50% ethyl acetate in hexanes) to afford the title compound (0.13 g, 0.36 mmol, 46% yield). MS (ESI) m/z 357.4 [M+1]+. The product is C(C)(C)(C)N1C2=NC(=NC(=C2NC1=O)C(=O)N)C1=CC(=CC=C1)O (9-TERT-BUTYL-2-(3-HYDROXY-PHENYL)-8-OXO-8,9-DIHYDRO-7H-PURINE-6-CARBOXAMIDE).